Task: describe an organic reaction: reactants, conditions, products, and yield. Dataset: the Open Reaction Database (ORD), a public repository of structured organic reaction records Reactants: N#N.C=1(SC=C2C1C=CC=C2)S(=O)(=O)NCC(=O)N (N2 (benzo[c]thiophen-1-ylsulfonyl)glycinamide), [H-].[Na+] (sodium hydride), [H-].[Na+] (sodium hydride), O (water), resultant mixture, ClC(=O)OC (Methyl chloroformate). The solvent is CN(C=O)C (N,N-dimethylformamide). Conditions: time 30 minute. Yields the product C=1(SC=C2C1C=CC=C2)S(=O)(=O)NC(CNC(=O)OC)=O (N-(benzo[c]thiophen-1-ylsulfonyl)-N 2-methoxycarbonylglycinamide). Reaction SMILES: N#N.[C:3]1([S:12]([NH:15][CH2:16][C:17]([NH2:19])=O)(=[O:14])=[O:13])[S:4][CH:5]=[C:6]2[CH:11]=[CH:10][CH:9]=[CH:8][C:7]=12.[H-].[Na+].Cl[C:23]([O:25][CH3:26])=[O:24].[OH2:27]>CN(C)C=O>[C:3]1([S:12]([NH:15][C:16](=[O:27])[CH2:17][NH:19][C:23]([O:25][CH3:26])=[O:24])(=[O:14])=[O:13])[S:4][CH:5]=[C:6]2[CH:11]=[CH:10][CH:9]=[CH:8][C:7]=12 |f:0.1,2.3|. Procedure: To a solution of the product obtained in Step 1 (0.45 g) in N,N-dimethylformamide (5 ml) was added slowly (60% sodium hydride (75 mg) under ice-oooling, and the mixture was stirred for 30 minutes at room temperature. Methyl chloroformate (0.14 ml) was added to the above-mentioned mixture followed by stirring for 20 minutes at room temperature. 60% sodium hydride (75 mg) was added to the solution, and the mixture was stirred for 1.5 hours at room temperature, then 15 minutes at 70° C. After cooli... The reactants are CN(C(=O)CF)c1ccc(Cl)cc1C(=NO)c1ccccc1, CNc1ccc(Cl)cc1C(=NO)c1ccccc1, O=C(Cl)CF, c1ccncc1. Yields the product CN1C(=O)C(F)N=C(c2ccccc2)c2cc(Cl)ccc21. Reaction SMILES: [CH3:1][N:2]([C:3]([CH2:4][F:5])=[O:6])[c:7]1[c:8]([C:9]([c:10]2[cH:11][cH:12][cH:13][cH:14][cH:15]2)=[N:16][OH:17])[cH:18][c:19]([Cl:22])[cH:20][cH:21]1.[CH3:23][NH:24][c:25]1[cH:26][cH:27][c:28]([Cl:29])[cH:30][c:31]1[C:32](=[N:33][OH:34])[c:35]1[cH:36][cH:37][cH:38][cH:39][cH:40]1.[F:41][CH2:42][C:43]([Cl:44])=[O:45].[cH:46]1[cH:47][cH:48][n:49][cH:50][cH:51]1>>[CH3:1][N:2]1[C:3](=[O:6])[CH:4]([F:5])[N:16]=[C:9]([c:10]2[cH:11][cH:12][cH:13][cH:14][cH:15]2)[c:8]2[c:7]1[cH:21][cH:20][c:19]([Cl:22])[cH:18]2. Reactants: C1=C(C=C(C=C1C(F)(F)F)O)C(F)(F)F (3,5-ditrifluoromethylphenol), [OH-].[K+] (potassium hydroxide), CN(C=O)C (N,N-dimethylformamide), BrCC(=O)OCC (ethyl bromoacetate). The solvent is O (water), C(C)OCC (ethyl ether), O (water). Reaction conditions: temperature 25 celsius, time 15 minute. Product: FC(C=1C=C(OCC(=O)OCC)C=C(C1)C(F)(F)F)(F)F (ethyl [3,5-bis(trifluoromethyl)phenoxy]acetate). The yield is 85.0%. Reaction SMILES: [CH:1]1[C:6]([C:7]([F:10])([F:9])[F:8])=[CH:5][C:4]([OH:11])=[CH:3][C:2]=1[C:12]([F:15])([F:14])[F:13].[OH-].[K+].CN(C)C=O.Br[CH2:24][C:25]([O:27][CH2:28][CH3:29])=[O:26]>C(OCC)C.O>[F:15][C:12]([F:13])([F:14])[C:2]1[CH:3]=[C:4]([CH:5]=[C:6]([C:7]([F:9])([F:8])[F:10])[CH:1]=1)[O:11][CH2:24][C:25]([O:27][CH2:28][CH3:29])=[O:26] |f:1.2|. Reported procedure: To a stirred solution containing 11.5 g (0.05 mole) of 3,5-ditrifluoromethylphenol, 3.3 g (0.05 mole) of 85% potassium hydroxide, 200 ml of N,N-dimethylformamide and 10 ml of water, 0.055 mole of ethyl bromoacetate was added in one portion. The stirred reaction mixture was heated at 80°-90° C. for 46 hours. After cooling 25° C., 500 ml of water and 500 ml of ethyl ether were added; and stirring was continued for 15 minutes. The separated ether layer was washed with water until neutral to litmus ... Reactants: BrCCOC1=C(C=C2C(=NC=NC2=C1)OC1=CC=CC=C1)OC (7-(2-bromoethoxy)-6-methoxy-4-phenoxyquinazoline), N1CCSCC1 (thiomorpholine). The solvent is O (water). Reaction conditions: time 5 hour. Yields the product COC=1C=C2C(=NC=NC2=CC1OCCN1CCSCC1)OC1=CC=CC=C1 (6-methoxy-4-phenoxy-7-(2-thiomorpholinoethoxy)quinazoline). Yield: 94.0%. Reaction SMILES: Br[CH2:2][CH2:3][O:4][C:5]1[CH:14]=[C:13]2[C:8]([C:9]([O:15][C:16]3[CH:21]=[CH:20][CH:19]=[CH:18][CH:17]=3)=[N:10][CH:11]=[N:12]2)=[CH:7][C:6]=1[O:22][CH3:23].[NH:24]1[CH2:29][CH2:28][S:27][CH2:26][CH2:25]1>O>[CH3:23][O:22][C:6]1[CH:7]=[C:8]2[C:13](=[CH:14][C:5]=1[O:4][CH2:3][CH2:2][N:24]1[CH2:29][CH2:28][S:27][CH2:26][CH2:25]1)[N:12]=[CH:11][N:10]=[C:9]2[O:15][C:16]1[CH:21]=[CH:20][CH:19]=[CH:18][CH:17]=1. Reported procedure: 1,2-Dibromoethane (19.2 ml, 286 mmol) was added to 7-hydroxy-6-methoxy-4-phenoxyquinazoline (6.0 g, 22 mmol), (prepared as described for the starting material in Example 16), and potassium carbonate (14.4 g, 107 mmol) in DMF. The mixture was stirred at 85° C. for 2.5 hours, allowed to cool and insoluble material was removed by filtration. The solvent was removed by evaporation and the residue purified by column chromatography eluting with methylene chloride/methanol (93/7). The product was tritu... Reaction SMILES: [C:23]([c:24]1[cH:25][cH:26][cH:27][cH:28][cH:29]1)(=[O:30])[Cl:31].[CH3:38][CH2:39][O:40][C:41](=[O:42])[CH3:43].[Cl:1][c:2]1[cH:3][c:4](-[c:8]2[n:9][c:10](-[c:13]3[cH:14][cH:15][c:16]([NH2:19])[cH:17][cH:18]3)[o:11][cH:12]2)[cH:5][cH:6][cH:7]1.[Cl:20][CH2:21][Cl:22].[cH:32]1[cH:33][cH:34][n:35][cH:36][cH:37]1>>[Cl:1][c:2]1[cH:3][c:4](-[c:8]2[n:9][c:10](-[c:13]3[cH:14][cH:15][c:16]([NH:19][C:23]([c:24]4[cH:25][cH:26][cH:27][cH:28][cH:29]4)=[O:30])[cH:17][cH:18]3)[o:11][cH:12]2)[cH:5][cH:6][cH:7]1. The reactants are O=C(Cl)c1ccccc1, CCOC(C)=O, Nc1ccc(-c2nc(-c3cccc(Cl)c3)co2)cc1, ClCCl, c1ccncc1. The product is O=C(Nc1ccc(-c2nc(-c3cccc(Cl)c3)co2)cc1)c1ccccc1. Yield: 104.6%. Reported procedure: 3-(1-tert-Butoxycarbonyl-2,3-dihydro-1H-indol-2-yl)-5-hydroxyindazole-1-carboxylic acid tert-butyl ester is prepared, according to procedure D, using 800 mg of 5-benzyloxy-3-(1-tert-butoxycarbonyl-1H-indol-2-yl)indazole-1-carboxylic acid tert-butyl ester, 560 mg of ammonium formate, and 800 mg of 10% palladium-on-charcoal in 30 ml of absolute ethanol. 700 mg of 3-(1-tert-butoxycarbonyl-2,3-dihydro-1H-indol-2-yl)-5-hydroxyindazole-1-carboxylic acid tert-butyl ester are obtained. Reactants: C(C)(C)(C)OC(=O)N1N=C(C2=CC(=CC=C12)OCC1=CC=CC=C1)C=1N(C2=CC=CC=C2C1)C(=O)OC(C)(C)C (5-benzyloxy-3-(1-tert-butoxycarbonyl-1H-indol-2-yl)indazole-1-carboxylic acid tert-butyl ester), C(=O)[O-].[NH4+] (ammonium formate). The reagents and catalysts are [Pd] (palladium-on-charcoal). Product: C(C)(C)(C)OC(=O)N1N=C(C2=CC(=CC=C12)O)C1N(C2=CC=CC=C2C1)C(=O)OC(C)(C)C (3-(1-tert-butoxycarbonyl-2,3-dihydro-1H-indol-2-yl)-5-hydroxyindazole-1-carboxylic acid tert-butyl ester). Solvent: C(C)O (ethanol). As a reaction SMILES: [C:1]([O:5][C:6]([N:8]1[C:16]2[C:11](=[CH:12][C:13]([O:17]CC3C=CC=CC=3)=[CH:14][CH:15]=2)[C:10]([C:25]2[N:26]([C:34]([O:36][C:37]([CH3:40])([CH3:39])[CH3:38])=[O:35])[C:27]3[C:32]([CH:33]=2)=[CH:31][CH:30]=[CH:29][CH:28]=3)=[N:9]1)=[O:7])([CH3:4])([CH3:3])[CH3:2].C([O-])=O.[NH4+]>C(O)C.[Pd]>[C:1]([O:5][C:6]([N:8]1[C:16]2[C:11](=[CH:12][C:13]([OH:17])=[CH:14][CH:15]=2)[C:10]([CH:25]2[CH2:33][C:32]3[C:27](=[CH:28][CH:29]=[CH:30][CH:31]=3)[N:26]2[C:34]([O:36][C:37]([CH3:40])([CH3:39])[CH3:38])=[O:35])=[N:9]1)=[O:7])([CH3:4])([CH3:3])[CH3:2] |f:1.2|. Starting materials: solution, [Br-].N1=C(C=CC=C1)[Zn+] (2-pyridylzinc bromide), C1CCOC1 (THF), BrC1=CC(=C(S1)C1=C(N=C2N1N=C(C=C2C(CC)CC)C)C)C (3-(5-bromo-3-methyl-thiophen-2-yl)-8-(1-ethyl-propyl)-2,6-dimethyl-imidazo[1,2-b]pyridazine). Reagents/catalysts: C1=CC=C(C=C1)P([C-]2C=CC=C2)C3=CC=CC=C3.C1=CC=C(C=C1)P([C-]2C=CC=C2)C3=CC=CC=C3.Cl[Pd]Cl.[Fe+2] (PdCl2(dppf)). Solvent: CCOC(=O)C (EtOAc). Run at temperature 65 celsius, time 8 hour. Yields the product C(C)C(CC)C=1C=2N(N=C(C1)C)C(=C(N2)C)C=2SC(=CC2C)C2=NC=CC=C2 (8-(1-ethyl-propyl)-2,6-dimethyl-3-(3-methyl-5-pyridin-2-yl-thiophen-2-yl)-imidazo[1,2-b]pyridazine). The yield is 89.0%. As a reaction SMILES: Br[C:2]1[S:6][C:5]([C:7]2[N:11]3[N:12]=[C:13]([CH3:21])[CH:14]=[C:15]([CH:16]([CH2:19][CH3:20])[CH2:17][CH3:18])[C:10]3=[N:9][C:8]=2[CH3:22])=[C:4]([CH3:23])[CH:3]=1.[Br-].[N:25]1[CH:30]=[CH:29][CH:28]=[CH:27][C:26]=1[Zn+].C1COCC1>CCOC(C)=O.C1C=CC(P(C2C=CC=CC=2)[C-]2C=CC=C2)=CC=1.C1C=CC(P(C2C=CC=CC=2)[C-]2C=CC=C2)=CC=1.Cl[Pd]Cl.[Fe+2]>[CH2:17]([CH:16]([C:15]1[C:10]2[N:11]([C:7]([C:5]3[S:6][C:2]([C:26]4[CH:27]=[CH:28][CH:29]=[CH:30][N:25]=4)=[CH:3][C:4]=3[CH3:23])=[C:8]([CH3:22])[N:9]=2)[N:12]=[C:13]([CH3:21])[CH:14]=1)[CH2:19][CH3:20])[CH3:18] |f:1.2,5.6.7.8|. Procedure details: To a mixture of 3-(5-bromo-3-methyl-thiophen-2-yl)-8-(1-ethyl-propyl)-2,6-dimethyl-imidazo[1,2-b]pyridazine (0.50 g, 1.27 mmol) and PdCl2(dppf) (0.047 g, 0.064 mmol) is added a 0.5 M solution of 2-pyridylzinc bromide in THF (5.1 mL, 2.55 mmol). The mixture is stirred at 65° C. overnight, diluted with EtOAc (50 mL), washed with 10% citric acid (50 mL), water (40 mL), brine (40 mL), dried over MgSO4, filtered and concentrated. The residue is purified by ISCO column chromatography (20%-40% EtOAc/he...